This data is from the Open Reaction Database (ORD), a public repository of structured organic reaction records. The task is: describe an organic reaction: reactants, conditions, products, and yield The reactants are ClC=1C=CC(=C(C1)C1=CC=C2NC(C(N(C2=C1CO)C)=O)(C)C)O (7-(5-chloro-2-hydroxyphenyl)-8-hydroxymethyl-1,3,3-trimethyl-3,4-dihydro-1H-quinoxalin-2-one), CI (methyl iodide), C([O-])([O-])=O.[K+].[K+] (potassium carbonate), C(C)(=O)OCC (ethyl acetate). The solvent is O (water), C(C)OCC (diethylether), CN(C=O)C (N,N-dimethylformamide). Conditions: temperature 50 celsius, time 1 hour. Product: ClC=1C=CC(=C(C1)C1=CC=C2NC(C(N(C2=C1CO)C)=O)(C)C)OC (7-(5-Chloro-2-methoxyphenyl)-8-hydroxymethyl-1,3,3-trimethyl-3,4-dihydro-1H-quinoxalin-2-one). Isolated yield 96.1%. As a reaction SMILES: [Cl:1][C:2]1[CH:3]=[CH:4][C:5]([OH:24])=[C:6]([C:8]2[C:17]([CH2:18][OH:19])=[C:16]3[C:11]([NH:12][C:13]([CH3:23])([CH3:22])[C:14](=[O:21])[N:15]3[CH3:20])=[CH:10][CH:9]=2)[CH:7]=1.CI.[C:27](=O)([O-])[O-].[K+].[K+].C(OCC)(=O)C>CN(C)C=O.O.C(OCC)C>[Cl:1][C:2]1[CH:3]=[CH:4][C:5]([O:24][CH3:27])=[C:6]([C:8]2[C:17]([CH2:18][OH:19])=[C:16]3[C:11]([NH:12][C:13]([CH3:22])([CH3:23])[C:14](=[O:21])[N:15]3[CH3:20])=[CH:10][CH:9]=2)[CH:7]=1 |f:2.3.4|. Procedure details: A mixture of 7-(5-chloro-2-hydroxyphenyl)-8-hydroxymethyl-1,3,3-trimethyl-3,4-dihydro-1H-quinoxalin-2-one (Reference Compound No. 12-1, 1.36 g, 3.92 mmol), methyl iodide (244 μL, 3.92 mmol), and potassium carbonate (1.08 g, 7.81 mmol) was suspended in anhydrous N,N-dimethylformamide (20 mL) and stirred at 50° C. for 1 hour. After cooling down, ethyl acetate (70 mL), diethylether (70 mL), and water (150 mL) were added and partitioned. The organic layer was washed with water (100 mL) and saturated... The reactants are C(C=CC)#N (2-butenenitrile), CC=1N(C=CN1)C1=CC=C(C=O)C=C1 (4-(2-methyl-1-imidazolyl)benzaldehyde), CN(C=O)C (dimethylformamide), [C-]#N.[Na+] (sodium cyanide). Run in O (water). Reaction conditions: temperature 30 celsius. Yields the product CC=1N(C=CN1)C1=CC=C(C=C1)C(C(CC#N)C)=O (4-[4-(2-Methyl-1-imidazolyl)phenyl]-3-methyl-4-oxobutyronitrile). Reaction SMILES: [CH3:1][C:2]1[N:3]([C:7]2[CH:14]=[CH:13][C:10]([CH:11]=[O:12])=[CH:9][CH:8]=2)[CH:4]=[CH:5][N:6]=1.CN(C)C=O.[C-]#N.[Na+].[C:23](#[N:27])[CH:24]=[CH:25][CH3:26]>O>[CH3:1][C:2]1[N:3]([C:7]2[CH:14]=[CH:13][C:10]([C:11](=[O:12])[CH:25]([CH3:26])[CH2:24][C:23]#[N:27])=[CH:9][CH:8]=2)[CH:4]=[CH:5][N:6]=1 |f:2.3|. Reported procedure: To a mixture of 33.6 g of 4-(2-methyl-1-imidazolyl)benzaldehyde and 400 ml of dimethylformamide under a nitrogen atmosphere was added 0.78 g of sodium cyanide and then with stirring at 30° C. 10.7 g of 2-butenenitrile was added dropwise. The reaction mixture was stirred at 25° C. under nitrogen for another 16 hours. Following the addition of one liter of water the mixture was extracted with chloroform, and the chloroform phase was washed with water, dried over sodium sulfate, and concentrated. T... Reactants: [H-].[Al+3].[Li+].[H-].[H-].[H-] (lithium aluminum hydride), C(C)OCC (diethyl ether), CCC(=O)C1=CC=CC=C1 (2-methylacetophenone), [H-] (hydride). Run in C(C)(=O)OCC (ethyl acetate). Product: CC(O)C1=C(C=CC=C1)C (α,2-Dimethylbenzenemethanol). Reaction SMILES: [H-].[Al+3].[Li+].[H-].[H-].[H-].[CH2:7](OCC)C.C[CH2:13][C:14]([C:16]1[CH:21]=[CH:20][CH:19]=[CH:18][CH:17]=1)=[O:15].[H-]>C(OCC)(=O)C>[CH3:13][CH:14]([C:16]1[CH:17]=[CH:18][CH:19]=[CH:20][C:21]=1[CH3:7])[OH:15] |f:0.1.2.3.4.5|. Procedure details: In a dry flask under nitrogen atomosphere was suspended 3.25 g (0.086 mol) lithium aluminum hydride and 250 ml of dry diethyl ether. The suspension was cooled in an ice/water bath, then 24.5 g (0.184 mol) of 2-methylacetophenone was added dropwise. After 12 hours the excess hydride was decomposed with 100 ml of ethyl acetate. The reaction mixture was washed with ammonium chloride solution and water. The organic layer was dried (MgSO4) and concentrated under reduced pressure to give 25.0 g of a c... Reactants: COC(C1=C(C=C(C=C1)CC#N)C)=O (Methyl 4-(cyanomethyl)-benzoic acid methyl ester), BrCCOCCBr (1-bromo-2-(2-bromo-ethoxy)-ethane), C[Si](C)(C)[N-][Si](C)(C)C.[K+] (Potassium bis(trimethylsilyl)-amide). Solvent: C1CCOC1 (THF). Conditions: temperature 0 celsius, time 2 hour. Yields the product COC(C1=CC=C(C=C1)C1(CCOCC1)C#N)=O (4-(4-cyano-tetrahydro-pyran-4-yl)-benzoic acid methyl ester). As a reaction SMILES: [CH3:1][O:2][C:3](=[O:14])[C:4]1[CH:9]=[CH:8][C:7]([CH2:10][C:11]#[N:12])=[CH:6][C:5]=1C.Br[CH2:16][CH2:17][O:18][CH2:19][CH2:20]Br.C[Si]([N-][Si](C)(C)C)(C)C.[K+]>C1COCC1>[CH3:1][O:2][C:3](=[O:14])[C:4]1[CH:5]=[CH:6][C:7]([C:10]2([C:11]#[N:12])[CH2:20][CH2:19][O:18][CH2:17][CH2:16]2)=[CH:8][CH:9]=1 |f:2.3|. Reported procedure: Methyl 4-(cyanomethyl)-benzoic acid methyl ester (1.92 g, 11.01 mmol) and 1-bromo-2-(2-bromo-ethoxy)-ethane (12.56 mL, 55.04 mmol) were combined in THF (15 mL) and cooled down to 0° C. Potassium bis(trimethylsilyl)-amide (0.5M in toluene, 48.3 mL, 24.21 mmol, 2.2 eq) was added over a period of 15 minutes and then warmed up to room temperature and stirred for 2 hours. The reaction mixture was partitioned between ethyl acetate and water. The organic phase was dried with MgSO4 and evaporated under ... Starting materials: CCO, O=c1[nH]ncc(Cc2ccccc2C(F)(F)F)c1Cl, [H][H], [Na+], [OH-]. Yields the product O=c1cc(Cc2ccccc2C(F)(F)F)cn[nH]1. RXN SMILES: [CH3:24][CH2:25][OH:26].[Cl:1][c:2]1[c:3](=[O:19])[nH:4][n:5][cH:6][c:7]1[CH2:8][c:9]1[c:10]([C:15]([F:16])([F:17])[F:18])[cH:11][cH:12][cH:13][cH:14]1.[H:22][H:23].[Na+:21].[OH-:20]>>[cH:2]1[c:3](=[O:19])[nH:4][n:5][cH:6][c:7]1[CH2:8][c:9]1[c:10]([C:15]([F:16])([F:17])[F:18])[cH:11][cH:12][cH:13][cH:14]1.